Dataset: the Open Reaction Database (ORD), a public repository of structured organic reaction records. Task: describe an organic reaction: reactants, conditions, products, and yield The reactants are C(C)(C)C1=CC(=C(C=2OC3=C(C21)C=CC=C3)NC(C)=O)C(C)C (N-(1,3-diisopropyldibenzo[b,d]furan-4-yl)acetamide), Cl (HCl), C([O-])([O-])=O.[Na+].[Na+] (sodium carbonate). The solvent is CO (MeOH). Product: C(C)(C)C1=CC(=C(C=2OC3=C(C21)C=CC=C3)N)C(C)C (1,3-diisopropyldibenzo[b,d]furan-4-amine). The yield is 81.8%. Reaction SMILES: [CH:1]([C:4]1[C:12]2[C:11]3[CH:13]=[CH:14][CH:15]=[CH:16][C:10]=3[O:9][C:8]=2[C:7]([NH:17]C(=O)C)=[C:6]([CH:21]([CH3:23])[CH3:22])[CH:5]=1)([CH3:3])[CH3:2].Cl.C(=O)([O-])[O-].[Na+].[Na+]>CO>[CH:1]([C:4]1[C:12]2[C:11]3[CH:13]=[CH:14][CH:15]=[CH:16][C:10]=3[O:9][C:8]=2[C:7]([NH2:17])=[C:6]([CH:21]([CH3:23])[CH3:22])[CH:5]=1)([CH3:3])[CH3:2] |f:2.3.4|. Procedure details: N-(1,3-diisopropyldibenzo[b,d]furan-4-yl)acetamide (15 g, 48 mmol) was suspended in the mixture of Concentrated HCl (125 mL) and MeOH (125 mL). The mixture was refluxed for 2 h and then cooled to room temperature. Saturated sodium carbonate was used to neutralize the solution. The residue was collected by filtration and redissolved in DCM. After dried over sodium sulfate, the solution was concentrated to give 1,3-diisopropyldibenzo[b,d]furan-4-amine (10.5 g, 81% yield) as brown solid. Reactants: BrC=1C=CC(=C(C1)[C@@]12N=C(SC[C@@H]1C[C@@H](OC2)C2=CC(=NO2)C)NC(C2=CC=CC=C2)=O)F (N-[(4aR,6R,8aS)-8a-(5-Bromo-2-fluorophenyl)-6-(3-methyl-1,2-oxazol-5-yl)-4,4a,5,6,8,8a-hexahydropyrano[3,4-d][1,3]thiazin-2-yl]benzamide), CN(C=O)C (N,N-dimethylformamide). The reagents and catalysts are [C-]#N.[Zn+2].[C-]#N (zinc cyanide), C=1C=CC(=CC1)[P](C=2C=CC=CC2)(C=3C=CC=CC3)[Pd]([P](C=4C=CC=CC4)(C=5C=CC=CC5)C=6C=CC=CC6)([P](C=7C=CC=CC7)(C=8C=CC=CC8)C=9C=CC=CC9)[P](C=1C=CC=CC1)(C=1C=CC=CC1)C=1C=CC=CC1 (tetrakis(triphenylphosphine)palladium(0)). Conditions: temperature 80 celsius. Product: C(#N)C=1C=CC(=C(C1)[C@@]12N=C(SC[C@@H]1C[C@@H](OC2)C2=CC(=NO2)C)NC(C2=CC=CC=C2)=O)F (N-[(4aR,6R,8aS)-8a-(5-cyano-2-fluorophenyl)-6-(3-methyl-1,2-oxazol-5-yl)-4,4a,5,6,8,8a-hexahydropyrano[3,4-d][1,3]thiazin-2-yl]benzamide). RXN SMILES: Br[C:2]1[CH:3]=[CH:4][C:5]([F:33])=[C:6]([C@:8]23[CH2:17][O:16][C@@H:15]([C:18]4[O:22][N:21]=[C:20]([CH3:23])[CH:19]=4)[CH2:14][C@H:13]2[CH2:12][S:11][C:10]([NH:24][C:25](=[O:32])[C:26]2[CH:31]=[CH:30][CH:29]=[CH:28][CH:27]=2)=[N:9]3)[CH:7]=1.[CH3:34][N:35](C)C=O>[C-]#N.[Zn+2].[C-]#N.C1C=CC([P]([Pd]([P](C2C=CC=CC=2)(C2C=CC=CC=2)C2C=CC=CC=2)([P](C2C=CC=CC=2)(C2C=CC=CC=2)C2C=CC=CC=2)[P](C2C=CC=CC=2)(C2C=CC=CC=2)C2C=CC=CC=2)(C2C=CC=CC=2)C2C=CC=CC=2)=CC=1>[C:34]([C:2]1[CH:3]=[CH:4][C:5]([F:33])=[C:6]([C@:8]23[CH2:17][O:16][C@@H:15]([C:18]4[O:22][N:21]=[C:20]([CH3:23])[CH:19]=4)[CH2:14][C@H:13]2[CH2:12][S:11][C:10]([NH:24][C:25](=[O:32])[C:26]2[CH:27]=[CH:28][CH:29]=[CH:30][CH:31]=2)=[N:9]3)[CH:7]=1)#[N:35] |f:2.3.4,^1:47,49,68,87|. Reported procedure: N-[(4aR,6R,8aS)-8a-(5-Bromo-2-fluorophenyl)-6-(3-methyl-1,2-oxazol-5-yl)-4,4a,5,6,8,8a-hexahydropyrano[3,4-d][1,3]thiazin-2-yl]benzamide (C36) (0.100 g, 0.189 mmol), zinc cyanide (0.027 g, 0.227 mmol), tetrakis(triphenylphosphine)palladium(0) (0.127 g, 0.110 mmol) and N,N-dimethylformamide (6 mL) were added to an Emrys microwave reaction vial. The vial was sealed and purged with nitrogen gas for 10 minutes with stirring. After that time, the vial was placed on a Biotage microwave processor and h... Solvent: O1CCCC1 (tetrahydrofuran). Reaction SMILES: [Si:1]([O:18][CH2:19][C:20]1[C:21]([Cl:32])=[C:22]([N:27]2[CH:31]=[CH:30][CH:29]=[CH:28]2)[CH:23]=[CH:24][C:25]=1[Cl:26])([C:14]([CH3:17])([CH3:16])[CH3:15])([C:8]1[CH:13]=[CH:12][CH:11]=[CH:10][CH:9]=1)[C:2]1[CH:7]=[CH:6][CH:5]=[CH:4][CH:3]=1.[Cl:33]N1C(=O)CCC1=O.O>O1CCCC1>[Si:1]([O:18][CH2:19][C:20]1[C:21]([Cl:32])=[C:22]([N:27]2[CH:31]=[CH:30][CH:29]=[C:28]2[Cl:33])[CH:23]=[CH:24][C:25]=1[Cl:26])([C:14]([CH3:17])([CH3:15])[CH3:16])([C:8]1[CH:13]=[CH:12][CH:11]=[CH:10][CH:9]=1)[C:2]1[CH:3]=[CH:4][CH:5]=[CH:6][CH:7]=1. The reactants are [Si](C1=CC=CC=C1)(C1=CC=CC=C1)(C(C)(C)C)OCC=1C(=C(C=CC1Cl)N1C=CC=C1)Cl (1-(3-tert-butyldiphenylsilyloxymethyl-2,4-dichlorophenyl)pyrrole), ClN1C(CCC1=O)=O (N-chlorosuccinimide), O (water). Procedure details: To a solution of 1-(3-tert-butyldiphenylsilyloxymethyl-2,4-dichlorophenyl)pyrrole (1.0 g) in tetrahydrofuran (10 ml) was added N-chlorosuccinimide (292 mg) at ambient temperature, and the mixture was allowed to stand for 1 day. The reaction mixture was poured into water and extracted with ethyl acetate. The organic layer was washed with water and brine, dried over magnesium sulfate and evaporated in vacuo. The residue was chromatographed on silica gel eluting with a mixture of n-hexane and ethyl... Isolated yield 93.3%. Product: [Si](C1=CC=CC=C1)(C1=CC=CC=C1)(C(C)(C)C)OCC=1C(=C(C=CC1Cl)N1C(=CC=C1)Cl)Cl (1-(3-tert-butyldiphenylsilyloxymethyl-2,4-dichlorophenyl)-2-chloropyrrole). Reaction conditions: time 1 day. Product: c1cc(-c2ccc3c(c2)CCN3)ccn1. Reaction SMILES: [C:1](=[O:2])([CH3:3])[N:4]1[CH2:5][CH2:6][c:7]2[cH:8][c:9](-[c:13]3[cH:14][cH:15][n:16][cH:17][cH:18]3)[cH:10][cH:11][c:12]21.[CH3:21][CH2:22][OH:23].[Na+:20].[OH-:19]>>[NH:4]1[CH2:5][CH2:6][c:7]2[cH:8][c:9](-[c:13]3[cH:14][cH:15][n:16][cH:17][cH:18]3)[cH:10][cH:11][c:12]21. Reactants: CC(=O)N1CCc2cc(-c3ccncc3)ccc21, CCO, [Na+], [OH-]. Reactants: ClC1=NC=NC2=CC(=C(C=C12)OC)OCCCN1CCOCC1 (4-chloro-7-(3-morpholinopropoxy)-6-methoxyquinazoline), NC1=C([Se]C(=C1)C(C)(C)C)C(=O)N (3-amino-5-tert-butylselenophene-2-carboxamide), CN(C)C=O.[OH-].[Na+] (DMF NaOH). The product is O1CCN(CC1)CCCOC1=C(C=C2C(=NC=NC2=C1)NC1=C([Se]C(=C1)C(C)(C)C)C(=O)N)OC (3-(7-(3-Morpholinopropoxy)-6-methoxyquinazolin-4-ylamino)-5-tert-butylselenophene-2-carboxamide). RXN SMILES: Cl[C:2]1[C:11]2[C:6](=[CH:7][C:8]([O:14][CH2:15][CH2:16][CH2:17][N:18]3[CH2:23][CH2:22][O:21][CH2:20][CH2:19]3)=[C:9]([O:12][CH3:13])[CH:10]=2)[N:5]=[CH:4][N:3]=1.[NH2:24][C:25]1[CH:29]=[C:28]([C:30]([CH3:33])([CH3:32])[CH3:31])[Se:27][C:26]=1[C:34]([NH2:36])=[O:35].CN(C=O)C.[OH-].[Na+]>>[O:21]1[CH2:22][CH2:23][N:18]([CH2:17][CH2:16][CH2:15][O:14][C:8]2[CH:7]=[C:6]3[C:11]([C:2]([NH:24][C:25]4[CH:29]=[C:28]([C:30]([CH3:33])([CH3:31])[CH3:32])[Se:27][C:26]=4[C:34]([NH2:36])=[O:35])=[N:3][CH:4]=[N:5]3)=[CH:10][C:9]=2[O:12][CH3:13])[CH2:19][CH2:20]1 |f:2.3.4|. Reported procedure: The reaction of 4-chloro-7-(3-morpholinopropoxy)-6-methoxyquinazoline with 3-amino-5-tert-butylselenophene-2-carboxamide in the presence of DMF/NaOH as described in Example 1 gave title compound as a pale yellow color solid, mp 216-220° C. IR (KBr) vmax 3342, 3120, 2957, 2853, 1633, 1572, 1497, 1457, 1393, 1315, 1234, 1141, 1113, 1021, 903, 854, 798 cm1; 1H NMR (400 MHz, CDCl3): δ 12.06 (1H, s, exchangeable with D2O), 8.86 (1H, s), 8.71 (1H, s), 7.34 (1H, s), 7.25 (1H, s), 5.57 (2H, s, exchangea... Reactants: C#Cc1sc(NC(=O)OC(C)(C)C)nc1C, CCOC(C)=O. The product is CCc1sc(NC(=O)OC(C)(C)C)nc1C. Reaction SMILES: [C:1]([CH3:2])([CH3:3])([CH3:4])[O:5][C:6]([NH:7][c:8]1[s:9][c:10]([C:14]#[CH:15])[c:11]([CH3:13])[n:12]1)=[O:16].[CH3:17][CH2:18][O:19][C:20](=[O:21])[CH3:22]>>[C:1]([CH3:2])([CH3:3])([CH3:4])[O:5][C:6]([NH:7][c:8]1[s:9][c:10]([CH2:14][CH3:15])[c:11]([CH3:13])[n:12]1)=[O:16]. The reactants are Cl (hydrochloric acid), C([O-])([O-])=O.[K+].[K+] (potassium carbonate), OC(\C=C\CCCCCC)C1=NC2=CC=C(C=C2C(=C1C)OC(C)=O)F (2-(trans-1-hydroxy-2-nonenyl)-3-methyl-4-acetoxy-6-fluoroquinoline), CO (methanol). Solvent: O (water), O (water). Conditions: time 10 minute. The product is OC(\C=C\CCCCCC)C1=NC2=CC=C(C=C2C(C1C)=O)F (2-(trans-1-hydroxy-2-nonenyl)-3-methyl-6-fluoro-4-quinolone). The yield is 72.4%. RXN SMILES: C(=O)([O-])[O-].[K+].[K+].[OH:7][CH:8]([C:17]1[C:26]([CH3:27])=[C:25]([O:28]C(=O)C)[C:24]2[C:19](=[CH:20][CH:21]=[C:22]([F:32])[CH:23]=2)[N:18]=1)/[CH:9]=[CH:10]/[CH2:11][CH2:12][CH2:13][CH2:14][CH2:15][CH3:16].CO.Cl>O>[OH:7][CH:8]([C:17]1[CH:26]([CH3:27])[C:25](=[O:28])[C:24]2[C:19](=[CH:20][CH:21]=[C:22]([F:32])[CH:23]=2)[N:18]=1)/[CH:9]=[CH:10]/[CH2:11][CH2:12][CH2:13][CH2:14][CH2:15][CH3:16] |f:0.1.2|. Reported procedure: A solution of 715 mg (5.18 mmols) of potassium carbonate in 3 ml of water was added to a solution of 1.86 g (5.18 mmols) of 2-(trans-1-hydroxy-2-nonenyl)-3-methyl-4-acetoxy-6-fluoroquinoline, 50 ml of methanol and 2 ml of water and stirred at room temperature for 10 minutes. After neutralization by addition of 1N hydrochloric acid, the solvent was distilled off under reduced pressure and 30 ml of chloroform was added to the resultant residue, followed by washing with water and drying with anhydr...